describe an organic reaction: reactants, conditions, products, and yield From a dataset of the Open Reaction Database (ORD), a public repository of structured organic reaction records. Reactants: C1CCCCC1, COc1ccc(CC(CCC(=O)CCc2ccccc2)[N+](=O)[O-])cc1OC, OCCO, Cc1ccc(S(=O)(=O)O)cc1. Yields the product COc1ccc(CC(CCC2(CCc3ccccc3)OCCO2)[N+](=O)[O-])cc1OC. RXN SMILES: [CH2:43]1[CH2:44][CH2:45][CH2:46][CH2:47][CH2:48]1.[CH3:1][O:2][c:3]1[cH:4][c:5]([CH2:11][CH:12]([CH2:13][CH2:14][C:15]([CH2:16][CH2:17][c:18]2[cH:19][cH:20][cH:21][cH:22][cH:23]2)=[O:24])[N+:25](=[O:26])[O-:27])[cH:6][cH:7][c:8]1[O:9][CH3:10].[OH:39][CH2:40][CH2:41][OH:42].[c:28]1([CH3:29])[cH:30][cH:31][c:32]([S:33]([OH:34])(=[O:35])=[O:36])[cH:37][cH:38]1>>[CH3:1][O:2][c:3]1[cH:4][c:5]([CH2:11][CH:12]([CH2:13][CH2:14][C:15]2([CH2:16][CH2:17][c:18]3[cH:19][cH:20][cH:21][cH:22][cH:23]3)[O:24][CH2:41][CH2:40][O:39]2)[N+:25](=[O:26])[O-:27])[cH:6][cH:7][c:8]1[O:9][CH3:10]. Reactants: [BH3-]C#N, O=C(c1ccc(Oc2ccc(NCc3ccc(C(F)(F)F)cc3)cn2)cc1)N1CCN(Cc2ccccc2)CC1, C=O, CC(=O)O, CO, [Na+]. The product is CN(Cc1ccc(C(F)(F)F)cc1)c1ccc(Oc2ccc(C(=O)N3CCN(Cc4ccccc4)CC3)cc2)nc1. RXN SMILES: [C:43]([BH3-:44])#[N:45].[CH2:1]([c:2]1[cH:3][cH:4][cH:5][cH:6][cH:7]1)[N:8]1[CH2:9][CH2:10][N:11]([C:14](=[O:15])[c:16]2[cH:17][cH:18][c:19]([O:22][c:23]3[n:24][cH:25][c:26]([NH:29][CH2:30][c:31]4[cH:32][cH:33][c:34]([C:37]([F:38])([F:39])[F:40])[cH:35][cH:36]4)[cH:27][cH:28]3)[cH:20][cH:21]2)[CH2:12][CH2:13]1.[CH2:41]=[O:42].[CH3:47][C:48](=[O:49])[OH:50].[CH3:51][OH:52].[Na+:46]>>[CH2:1]([c:2]1[cH:3][cH:4][cH:5][cH:6][cH:7]1)[N:8]1[CH2:9][CH2:10][N:11]([C:14](=[O:15])[c:16]2[cH:17][cH:18][c:19]([O:22][c:23]3[n:24][cH:25][c:26]([N:29]([CH2:30][c:31]4[cH:32][cH:33][c:34]([C:37]([F:38])([F:39])[F:40])[cH:35][cH:36]4)[CH3:43])[cH:27][cH:28]3)[cH:20][cH:21]2)[CH2:12][CH2:13]1.